Dataset: the Open Reaction Database (ORD), a public repository of structured organic reaction records. Task: describe an organic reaction: reactants, conditions, products, and yield The reactants are CC(C)C[Al+]CC(C)C, CCOC(=O)C=Cc1ccc(CCc2nc(-c3ccccc3)oc2C)cc1, [H-]. The product is Cc1oc(-c2ccccc2)nc1CCc1ccc(C=CCO)cc1. Reaction SMILES: [CH2:29]([Al+:30][CH2:31][CH:32]([CH3:33])[CH3:34])[CH:35]([CH3:36])[CH3:37].[CH3:1][c:2]1[c:3]([CH2:13][CH2:14][c:15]2[cH:16][cH:17][c:18]([CH:19]=[CH:20][C:21](=[O:22])[O:23][CH2:24][CH3:25])[cH:26][cH:27]2)[n:4][c:5](-[c:7]2[cH:8][cH:9][cH:10][cH:11][cH:12]2)[o:6]1.[H-:28]>>[CH3:1][c:2]1[c:3]([CH2:13][CH2:14][c:15]2[cH:16][cH:17][c:18]([CH:19]=[CH:20][CH2:21][OH:22])[cH:26][cH:27]2)[n:4][c:5](-[c:7]2[cH:8][cH:9][cH:10][cH:11][cH:12]2)[o:6]1.